From a dataset of the Open Reaction Database (ORD), a public repository of structured organic reaction records. describe an organic reaction: reactants, conditions, products, and yield Procedure details: To a 500 mL round bottom flask was added methyl 5-(3,3-dimethylbut-1-ynyl)picolinate (4.5 g, 21 mmol), lithium hydroxide (5.02 g, 210 mmol), methanol (80 mL), and water (30 mL). The mixture was stirred at room temperature for 30 minutes, heated to reflux for 1 hour, then concentrated under vacuum. Water (100 mL) was added and the mixture was cooled to 0° C. Concentrated HCl was added slowly to the stirred solution until the pH of the solution reached 6. An off white precipitate formed and was fi... Product: CC(C#CC=1C=CC(=NC1)C(=O)O)(C)C (5-(3,3-dimethylbut-1-ynyl)picolinic acid). The yield is 93.0%. Reaction SMILES: [CH3:1][C:2]([CH3:16])([CH3:15])[C:3]#[C:4][C:5]1[CH:6]=[CH:7][C:8]([C:11]([O:13]C)=[O:12])=[N:9][CH:10]=1.[OH-].[Li+].CO>O>[CH3:1][C:2]([CH3:16])([CH3:15])[C:3]#[C:4][C:5]1[CH:6]=[CH:7][C:8]([C:11]([OH:13])=[O:12])=[N:9][CH:10]=1 |f:1.2|. Starting materials: CC(C#CC=1C=CC(=NC1)C(=O)OC)(C)C (methyl 5-(3,3-dimethylbut-1-ynyl)picolinate), [OH-].[Li+] (lithium hydroxide), CO (methanol). Conditions: time 30 minute. The solvent is O (water). The reactants are C(C)(C)C=1C(NC(NC1SC1=CC=CC=C1)=O)=O (5-Isopropyl-6-phenylthio-2,4-pyrimidinedione), C(C)(C)(C)C1CC(=C(C1)CBr)CO[SiH](C)C ((4-t-butyldimethylsilyl-oxymethylcyclopent-1-en-1-yl)methyl bromide). Yields the product OCC1CC=C(C1)CN1C(NC(C(=C1SC1=CC=CC=C1)C(C)C)=O)=O (1-[(4-Hydroxymethylcyclopent-1-en-1-yl)methyl]-5-isopropyl-6-phenylthio-2,4-pyrimidinedione). Isolated yield 29.5%. Reaction SMILES: [CH:1]([C:4]1[C:5](=[O:18])[NH:6][C:7](=[O:17])[NH:8][C:9]=1[S:10][C:11]1[CH:16]=[CH:15][CH:14]=[CH:13][CH:12]=1)([CH3:3])[CH3:2].[C:19]([CH:23]1[CH2:27][C:26](CBr)=[C:25]([CH2:30][O:31][SiH](C)C)[CH2:24]1)(C)(C)C>>[OH:31][CH2:30][CH:25]1[CH2:24][C:23]([CH2:19][N:8]2[C:9]([S:10][C:11]3[CH:12]=[CH:13][CH:14]=[CH:15][CH:16]=3)=[C:4]([CH:1]([CH3:3])[CH3:2])[C:5](=[O:18])[NH:6][C:7]2=[O:17])=[CH:27][CH2:26]1. Procedure details: 5-Isopropyl-6-phenylthio-2,4-pyrimidinedione and [(4-t-butyldimethylsilyl-oxymethylcyclopent-1-en-1-yl)methyl bromide were reacted by the same way with the example 6 to obtain the titled compound (67 mg) The reactants are ClC=1C(=C(C=C2C(C(=CN(C12)C1=C(C=C(C(=C1)[N+](=O)[O-])F)Cl)C(=O)OCC)=O)F)F (ethyl 8-chloro-6,7-difluoro-1-(2-chloro-4-fluoro-5-nitrophenyl)-1,4-dihydro-4-oxoquinoline-3-carboxylate). Reagents/catalysts: [Fe] (iron). The solvent is C(=O)O (formic acid). Conditions: temperature 60 celsius, time 2 hour. Yields the product NC=1C=C(C(=CC1F)Cl)N1C=C(C(C2=CC(=C(C(=C12)Cl)F)F)=O)C(=O)O (1-(3-amino-6-chloro-4-fluorophenyl)-8-chloro-6,7-difluoro-1,4-dihydro-4-oxoquinoline-3-carboxylic acid). Isolated yield 74.0%. Reaction SMILES: [Cl:1][C:2]1[C:3]([F:30])=[C:4]([F:29])[CH:5]=[C:6]2[C:11]=1[N:10]([C:12]1[CH:17]=[C:16]([N+:18]([O-])=O)[C:15]([F:21])=[CH:14][C:13]=1[Cl:22])[CH:9]=[C:8]([C:23]([O:25]CC)=[O:24])[C:7]2=[O:28]>[Fe].C(O)=O>[NH2:18][C:16]1[CH:17]=[C:12]([N:10]2[C:11]3[C:6](=[CH:5][C:4]([F:29])=[C:3]([F:30])[C:2]=3[Cl:1])[C:7](=[O:28])[C:8]([C:23]([OH:25])=[O:24])=[CH:9]2)[C:13]([Cl:22])=[CH:14][C:15]=1[F:21]. Procedure details: To 5 ml of formic acid were added 1.5 g of ethyl 8-chloro-6,7-difluoro-1-(2-chloro-4-fluoro-5-nitrophenyl)-1,4-dihydro-4-oxoquinoline-3-carboxylate and 2 g of iron. The solution was heated and stirred at 60° C. for 2 hours. The insoluble was removed by filtration through celite and washed with formic acid and chloroform. The filtrate was concentrated in vacua. Ethanol was added to the residue whereupon the solid was collected by filtration and washed with diethyl ether. To the solid were added 4... Starting materials: CCOC(=O)C1(COc2ccc(-c3ccc(F)cc3)cc2)CCNC1, O=C=Nc1ccccc1F. Yields the product CCOC(=O)C1(COc2ccc(-c3ccc(F)cc3)cc2)CCN(C(=O)Nc2ccccc2F)C1. RXN SMILES: [CH2:11]([CH3:12])[O:13][C:14](=[O:15])[C:16]1([CH2:21][O:22][c:23]2[cH:24][cH:25][c:26](-[c:29]3[cH:30][cH:31][c:32]([F:35])[cH:33][cH:34]3)[cH:27][cH:28]2)[CH2:17][NH:18][CH2:19][CH2:20]1.[F:1][c:2]1[c:3]([N:8]=[C:9]=[O:10])[cH:4][cH:5][cH:6][cH:7]1>>[F:1][c:2]1[c:3]([NH:8][C:9](=[O:10])[N:18]2[CH2:17][C:16]([C:14]([O:13][CH2:11][CH3:12])=[O:15])([CH2:21][O:22][c:23]3[cH:24][cH:25][c:26](-[c:29]4[cH:30][cH:31][c:32]([F:35])[cH:33][cH:34]4)[cH:27][cH:28]3)[CH2:20][CH2:19]2)[cH:4][cH:5][cH:6][cH:7]1. Yields the product ClC=1C=C(C=CC1)CN1C(=NC2=C1C=C(C(=C2)F)NC(=O)OCC)C(F)(F)F (1-(3-chlorophenylmethyl)-2-trifluoromethyl-5-fluoro-6-ethoxycarbonylaminobenzimidazole). The solvent is C1(=CC=CC=C1)C (toluene). Starting materials: FC(C(=O)N(C1=C(N)C=C(C(=C1)NC(=O)OCC)F)CC1=CC(=CC=C1)Cl)(F)F (2-[(trifluoromethylcarbonyl)(3-chlorophenylmethyl)amino]-4-ethoxycarbonylamino-5-fluoroaniline). Procedure details: A stirred solution of 3.2 grams (0.007 mole) of 2-[(trifluoromethylcarbonyl)(3-chlorophenylmethyl)amino]-4-ethoxycarbonylamino-5-fluoroaniline in 100 mL of toluene was heated at reflux for about 4.5 hours. After this time, the reaction mixture was concentrated under reduced pressure to a residue, which was triturated with petroleum ether, and the resultant solid was collected by filtration, yielding 2.5 grams of 1-(3-chlorophenylmethyl)-2-trifluoromethyl-5-fluoro-6-ethoxycarbonylaminobenzimidazo... Yield: 85.9%. RXN SMILES: [F:1][C:2]([F:29])([F:28])[C:3]([N:5]([CH2:20][C:21]1[CH:26]=[CH:25][CH:24]=[C:23]([Cl:27])[CH:22]=1)[C:6]1[CH:12]=[C:11]([NH:13][C:14]([O:16][CH2:17][CH3:18])=[O:15])[C:10]([F:19])=[CH:9][C:7]=1[NH2:8])=O>C1(C)C=CC=CC=1>[Cl:27][C:23]1[CH:22]=[C:21]([CH2:20][N:5]2[C:6]3[CH:12]=[C:11]([NH:13][C:14]([O:16][CH2:17][CH3:18])=[O:15])[C:10]([F:19])=[CH:9][C:7]=3[N:8]=[C:3]2[C:2]([F:29])([F:28])[F:1])[CH:26]=[CH:25][CH:24]=1.